Task: describe an organic reaction: reactants, conditions, products, and yield. Dataset: the Open Reaction Database (ORD), a public repository of structured organic reaction records Reported procedure: A solution made from 13.4 g of dicyclopropylmethylamine in 30 ml tetrahydrofuran is added dropwise to a solution of 13 g of β-chloroetyl isocyanate in 15 ml tetrahydrofuran while maintaining the inner temperature from 0° to +5° C. Then, the reaction mixture is kept at room temperature for 15 hours. Afterwards, the solution is evaporated to dryness and the dry residue, weighing 26.5 g, is used as such for the next step of the synthesis. For analytical purpose, a sample of the raw urea is recrysta... Starting materials: C1(CC1)C(C1CC1)N (dicyclopropylmethylamine), ClCCN=C=O (β-chloroetyl isocyanate). Reaction SMILES: [CH:1]1([CH:4]([NH2:8])[CH:5]2[CH2:7][CH2:6]2)[CH2:3][CH2:2]1.[Cl:9][CH2:10][CH2:11][N:12]=[C:13]=[O:14]>O1CCCC1>[CH:1]1([CH:4]([CH:5]2[CH2:7][CH2:6]2)[NH:8][C:13]([NH:12][CH2:11][CH2:10][Cl:9])=[O:14])[CH2:3][CH2:2]1. Product: C1(CC1)C(NC(=O)NCCCl)C1CC1 (N-(dicyclopropylmethyl) N'-(β-chloroethyl) urea). Run at time 15 hour. The solvent is O1CCCC1 (tetrahydrofuran), O1CCCC1 (tetrahydrofuran).